Dataset: the Open Reaction Database (ORD), a public repository of structured organic reaction records. Task: describe an organic reaction: reactants, conditions, products, and yield Reactants: C=1(O)C(O)=CC=CC1 (pyrocatechol), C(=O)([O-])[O-].[K+].[K+] (K2CO3), C(C(C)=C)OC1=C(C=CC=C1)O (methallyloxyphenol), C(C(C)=C)Cl (methallyl chloride). Solvent: CC(=O)C (acetone). The product is OC=1C=CC=C2CCOC12 (7-hydroxycoumaran). The yield is 45.0%. RXN SMILES: C1(C(=CC=CC=1)O)O.[CH2:9]([O:13][C:14]1[CH:19]=[CH:18][CH:17]=[CH:16][C:15]=1[OH:20])[C:10](=C)C.C(Cl)C(=C)C.C([O-])([O-])=O.[K+].[K+]>CC(C)=O>[OH:20][C:15]1[CH:16]=[CH:17][CH:18]=[C:19]2[C:14]=1[O:13][CH2:9][CH2:10]2 |f:3.4.5|. Procedure details: It is furthermore known (see U.S. Pat. No. 3,474,171), that pyrocatechol can be converted into methallyloxyphenol with methallyl chloride in the presence of equivalent amounts of K2CO3 and KI in acetone as the diluent if the mixture is heated under reflux for 30 hours. The yield is 45% of theory. Rearrangement and cyclization to give 7-hydroxycoumaran are carried out at 200° to 275° C. without a solvent; no yields are given for these stages. Particular disadvantages for an industrial procedure a... Starting materials: CCc1c(C=COC)cccc1-c1cnc(-c2ccc(OC(C)C)c(C#N)c2)s1, Cl, C1CCOC1. Product: CCc1c(CC=O)cccc1-c1cnc(-c2ccc(OC(C)C)c(C#N)c2)s1. RXN SMILES: [CH2:1]([CH3:2])[c:3]1[c:4](-[c:13]2[cH:14][n:15][c:16](-[c:18]3[cH:19][cH:20][c:21]([O:26][CH:27]([CH3:28])[CH3:29])[c:22]([C:23]#[N:24])[cH:25]3)[s:17]2)[cH:5][cH:6][cH:7][c:8]1[CH:9]=[CH:10][O:11][CH3:12].[ClH:30].[O:31]1[CH2:32][CH2:33][CH2:34][CH2:35]1>>[CH2:1]([CH3:2])[c:3]1[c:4](-[c:13]2[cH:14][n:15][c:16](-[c:18]3[cH:19][cH:20][c:21]([O:26][CH:27]([CH3:28])[CH3:29])[c:22]([C:23]#[N:24])[cH:25]3)[s:17]2)[cH:5][cH:6][cH:7][c:8]1[CH2:9][CH:10]=[O:11]. Starting materials: O=C(Cl)C(F)Cl, Nc1ccc(Cl)cc1C(=NO)c1ccccc1, O. Product: O=C(Nc1ccc(Cl)cc1C(=NO)c1ccccc1)C(F)Cl. RXN SMILES: [Cl:18][CH:19]([C:20](=[O:21])[Cl:22])[F:23].[NH2:1][c:2]1[c:3]([C:4]([c:5]2[cH:6][cH:7][cH:8][cH:9][cH:10]2)=[N:11][OH:12])[cH:13][c:14]([Cl:17])[cH:15][cH:16]1.[OH2:24]>>[NH:1]([c:2]1[c:3]([C:4]([c:5]2[cH:6][cH:7][cH:8][cH:9][cH:10]2)=[N:11][OH:12])[cH:13][c:14]([Cl:17])[cH:15][cH:16]1)[C:20]([CH:19]([Cl:18])[F:23])=[O:21]. The reactants are C[C@@H]1CN(C[C@H]1OC1=NC(=CC2=CC=CC=C12)C1=NNC(N1)=O)C(=O)OC(C)(C)C (tert-butyl trans-3-methyl-4-((3-(5-oxo-4,5-dihydro-1H-1,2,4-triazol-3-yl)isoquinolin-1-yl)oxy)pyrrolidine-1-carboxylate), Cl (HCl), O1CCOCC1 (1,4-dioxane). Reaction conditions: time 30 minute. Reaction SMILES: [CH3:1][C@H:2]1[C@H:6]([O:7][C:8]2[C:17]3[C:12](=[CH:13][CH:14]=[CH:15][CH:16]=3)[CH:11]=[C:10]([C:18]3[NH:22][C:21](=[O:23])[NH:20][N:19]=3)[N:9]=2)[CH2:5][N:4](C(OC(C)(C)C)=O)[CH2:3]1.[ClH:31].O1CCOCC1>>[ClH:31].[CH3:1][C@@H:2]1[CH2:3][NH:4][CH2:5][C@H:6]1[O:7][C:8]1[C:17]2[C:12](=[CH:13][CH:14]=[CH:15][CH:16]=2)[CH:11]=[C:10]([C:18]2[NH:22][C:21](=[O:23])[NH:20][N:19]=2)[N:9]=1. The product is Cl (HCl), C[C@H]1[C@@H](CNC1)OC1=NC(=CC2=CC=CC=C12)C1=NNC(N1)=O (3-(1-((trans-4-methylpyrrolidin-3-yl)oxy)isoquinolin-3-yl)-1H-1,2,4-triazol-5(4H)-one). Reported procedure: A mixture of tert-butyl trans-3-methyl-4-((3-(5-oxo-4,5-dihydro-1H-1,2,4-triazol-3-yl)isoquinolin-1-yl)oxy)pyrrolidine-1-carboxylate (0.640 g, 1.555 mmol) and HCl in 1,4-dioxane (3.8 mL, 15.55 mmol) was stirred for 30 minutes, forming a mustard colored precipitate. The precipitate was filtered, washed with diethyl ether, and dried to give an HCl salt of the title compound (0.550 g, quantitative yield). 1H NMR (500 MHz, DMSO-d6) δ ppm 1.19 (d, 3H), 2.68-2.74 (m, 1H), 3.03 (dd, 1H), 3.27-3.60 (m, ... Starting materials: Br, C1CCOC1, CC1(C)CCOC1=O, C[Al](C)C, NC(=O)c1ccc(Br)c2c1[nH]c1cc(N)ccc12, O. The product is CC(C)(CCO)C(=O)Nc1ccc2c(c1)[nH]c1c(C(N)=O)ccc(Br)c12. Reaction SMILES: [BrH:1].[CH2:33]1[O:34][CH2:35][CH2:36][CH2:37]1.[CH3:20][C:21]1([CH3:27])[C:22](=[O:26])[O:23][CH2:24][CH2:25]1.[CH3:28][Al:29]([CH3:30])[CH3:31].[NH2:2][c:3]1[cH:4][cH:5][c:6]2[c:7]3[c:8]([Br:19])[cH:9][cH:10][c:11]([C:16](=[O:17])[NH2:18])[c:12]3[nH:13][c:14]2[cH:15]1.[OH2:32]>>[NH:2]([c:3]1[cH:4][cH:5][c:6]2[c:7]3[c:8]([Br:19])[cH:9][cH:10][c:11]([C:16](=[O:17])[NH2:18])[c:12]3[nH:13][c:14]2[cH:15]1)[C:22]([C:21]([CH3:20])([CH2:25][CH2:24][OH:23])[CH3:27])=[O:26]. Starting materials: C(C)[C@]1(NC(N(C1=O)C=1C=CC(=NC1)OC1=CC(=C(C#N)C=C1)C(=C)C)=O)C (4-({5-[(4R)-4-ethyl-4-methyl-2,5-dioxo-1-imidazolidinyl]-2-pyridinyl}oxy)-2-(1-methylethenyl)benzonitrile), C(C)[C@]1(NC(N(C1=O)C=1C=CC(=NC1)OC1=CC(=C(C#N)C=C1)C(=C)C)=O)C (4-({5-[(4R)-4-ethyl-4-methyl-2,5-dioxo-1-imidazolidinyl]-2-pyridinyl}oxy)-2-(1-methylethenyl)benzonitrile). The solvent is CO (MeOH). Run at time 1 hour. The product is C(C)[C@]1(NC(N(C1=O)C=1C=CC(=NC1)OC1=CC(=C(C#N)C=C1)C(C)C)=O)C (4-({5-[(4R)-4-ethyl-4-methyl-2,5-dioxo-1-imidazolidinyl]-2-pyridinyl}oxy)-2-(1-methylethyl)benzonitrile). As a reaction SMILES: [CH2:1]([C@:3]1([CH3:28])[C:7](=[O:8])[N:6]([C:9]2[CH:10]=[CH:11][C:12]([O:15][C:16]3[CH:23]=[CH:22][C:19]([C:20]#[N:21])=[C:18]([C:24]([CH3:26])=[CH2:25])[CH:17]=3)=[N:13][CH:14]=2)[C:5](=[O:27])[NH:4]1)[CH3:2]>CO>[CH2:1]([C@:3]1([CH3:28])[C:7](=[O:8])[N:6]([C:9]2[CH:10]=[CH:11][C:12]([O:15][C:16]3[CH:23]=[CH:22][C:19]([C:20]#[N:21])=[C:18]([CH:24]([CH3:25])[CH3:26])[CH:17]=3)=[N:13][CH:14]=2)[C:5](=[O:27])[NH:4]1)[CH3:2]. Reported procedure: To a solution of 4-({5-[(4R)-4-ethyl-4-methyl-2,5-dioxo-1-imidazolidinyl]-2-pyridinyl}oxy)-2-(1-methylethenyl)benzonitrile (Intermediate 207, 98 mg) in MeOH (10 mL) Pd 10% w/w on activate carbon (10 mg) was added and the reaction mixture was stirred for 1 hour under H2 atmosphere (P=1 atm). The catalyst was filtered off and the solvent removed under reduced pressure. The residue was purified by flash chromatography on silica gel (SNAP 10 g) eluting from 75:25 to 40:60 cyclohexane/ethyl acetate a... The reactants are C(CCC)C=1N(C2=C(C(=NC=3C=CC=CC23)N)N1)CCCNC1CCN(CC1)C (2-Butyl-1-(3-(1-methylpiperidin-4-ylamino)propyl)-1H-imidazo[4,5-c]quinolin-4-amine), C(C)(=O)O (acetic acid), C(=O)C=1C=C(C=CC1)CC(=O)OC (methyl 2-(3-formylphenyl)acetate), C(C)(=O)O[BH-](OC(C)=O)OC(C)=O.[Na+] (Sodium triacetoxyborohydride). The solvent is CN1CCCC1=O (NMP), CO (methanol), CN1CCCC1=O (NMP). Procedure details: A solution of methyl 2-(3-formylphenyl)acetate (0.15 g) dissolved in NMP (10 mL) was added to a stirred solution of the product from step (i) (0.36 g) in NMP (10 mL) at rt. Sodium triacetoxyborohydride (0.90 g) was added to the mixture, the temperature was increased to 50° C. and the reaction mixture stirred for 24 h. The resulting solution was dissolved in methanol (0.5 mL), acidified with acetic acid (0.5 mL) and purified by SCX. The crude product was further purified by RPHPLC to give the tit... RXN SMILES: [CH:1]([C:3]1[CH:4]=[C:5]([CH2:9][C:10]([O:12][CH3:13])=[O:11])[CH:6]=[CH:7][CH:8]=1)=O.[CH2:14]([C:18]1[N:19]([CH2:32][CH2:33][CH2:34][NH:35][CH:36]2[CH2:41][CH2:40][N:39]([CH3:42])[CH2:38][CH2:37]2)[C:20]2[C:29]3[CH:28]=[CH:27][CH:26]=[CH:25][C:24]=3[N:23]=[C:22]([NH2:30])[C:21]=2[N:31]=1)[CH2:15][CH2:16][CH3:17].C(O[BH-](OC(=O)C)OC(=O)C)(=O)C.[Na+].C(O)(=O)C>CN1C(=O)CCC1.CO>[NH2:30][C:22]1[C:21]2[N:31]=[C:18]([CH2:14][CH2:15][CH2:16][CH3:17])[N:19]([CH2:32][CH2:33][CH2:34][N:35]([CH2:1][C:3]3[CH:4]=[C:5]([CH2:9][C:10]([O:12][CH3:13])=[O:11])[CH:6]=[CH:7][CH:8]=3)[CH:36]3[CH2:41][CH2:40][N:39]([CH3:42])[CH2:38][CH2:37]3)[C:20]=2[C:29]2[CH:28]=[CH:27][CH:26]=[CH:25][C:24]=2[N:23]=1 |f:2.3|. Reaction conditions: temperature 50 celsius, time 24 hour. The product is NC1=NC=2C=CC=CC2C2=C1N=C(N2CCCN(C2CCN(CC2)C)CC=2C=C(C=CC2)CC(=O)OC)CCCC (Methyl 2-(3-(((3-(4-amino-2-butyl-1H-imidazo[4,5-c]quinolin-1-yl)propyl)(1-methylpiperidin-4-yl)amino)methyl)phenyl)acetate). The reactants are Cl (hydrogen chloride), [Na] (sodium), CS(=O)O (methanesulfinic acid), BrC[C@H]1[C@@H]2CC[C@H]([C@](C1)(N2)C2=CC=CC=C2)NCC2=C(C=CC(=C2)OC(F)(F)F)OC2CC2 ((1R*,2R*,5S*,6R*)-6-(Bromomethyl)-2-(2-cyclopropoxy-5-(trifluoromethoxy)benzylamino)-1-phenyl-8-azabicyclo[3.2.1]octane). The solvent is CN(C=O)C (N,N-dimethylformamide), O (water), C(C)(=O)OCC (ethyl acetate). Run at temperature 110 celsius. The product is Cl.Cl.C1(CC1)OC1=C(CN[C@H]2[C@@]3(C[C@H]([C@H](CC2)N3)CS(=O)(=O)C)C3=CC=CC=C3)C=C(C=C1)OC(F)(F)F ((1R*,2R*,5S*,6R*)-2-(2-Cyclopropoxy-5-(trifluoromethoxy)-benzylamino)-6-[(methylsulphonyl)methyl]-1-phenyl-8-azabicyclo[3.2.1]octane Dihydrochloride). RXN SMILES: Br[CH2:2][C@@H:3]1[CH2:9][C@:8]2([C:11]3[CH:16]=[CH:15][CH:14]=[CH:13][CH:12]=3)[NH:10][C@H:4]1[CH2:5][CH2:6][C@H:7]2[NH:17][CH2:18][C:19]1[CH:24]=[C:23]([O:25][C:26]([F:29])([F:28])[F:27])[CH:22]=[CH:21][C:20]=1[O:30][CH:31]1[CH2:33][CH2:32]1.[Na].[CH3:35][S:36]([OH:38])=[O:37].[ClH:39]>CN(C)C=O.C(OCC)(=O)C.O>[ClH:39].[ClH:39].[CH:31]1([O:30][C:20]2[CH:21]=[CH:22][C:23]([O:25][C:26]([F:29])([F:27])[F:28])=[CH:24][C:19]=2[CH2:18][NH:17][C@@H:7]2[CH2:6][CH2:5][C@@H:4]3[NH:10][C@@:8]2([C:11]2[CH:16]=[CH:15][CH:14]=[CH:13][CH:12]=2)[CH2:9][C@H:3]3[CH2:2][S:36]([CH3:35])(=[O:38])=[O:37])[CH2:32][CH2:33]1 |f:7.8.9,^1:33|. Procedure: (1R*,2R*,5S*,6R*)-6-(Bromomethyl)-2-(2-cyclopropoxy-5-(trifluoromethoxy)benzylamino)-1-phenyl-8-azabicyclo[13.2.1]octane (Example 20; 200 mg, 0.38 mmol) was dissolved in N,N-dimethylformamide (5 mL) and the solution treated with the sodium salt of methanesulfinic acid (388 mg, 3.8 mmol). The resulting suspension was heated at 110° C. for 1 hour, then cooled and poured into water (50 mL). The mixture was extracted with ethyl acetate (2×20 mL), the extracts were dried (MgSO4) and then concentrated... Starting materials: CC(C)(C)N(C(=O)[O-])c1ccc(-c2ccc3c(N)n[nH]c3c2F)cc1, CCOC(C)=O, ClCCl, [Na+], [OH-], O=C(O)C(F)(F)F. Yields the product Nc1ccc(-c2ccc3c(N)n[nH]c3c2F)cc1. RXN SMILES: [C:1]([N:5]([C:2](=[O:3])[O-:4])[c:9]1[cH:10][cH:11][c:12](-[c:15]2[cH:16][cH:17][c:18]3[c:19]([NH2:25])[n:20][nH:21][c:22]3[c:23]2[F:24])[cH:13][cH:14]1)([CH3:6])([CH3:7])[CH3:8].[CH3:38][CH2:39][O:40][C:41](=[O:42])[CH3:43].[Cl:35][CH2:36][Cl:37].[Na+:34].[OH-:33].[OH:26][C:27]([C:28]([F:29])([F:30])[F:31])=[O:32]>>[NH2:5][c:9]1[cH:10][cH:11][c:12](-[c:15]2[cH:16][cH:17][c:18]3[c:19]([NH2:25])[n:20][nH:21][c:22]3[c:23]2[F:24])[cH:13][cH:14]1. The reactants are ClC1=CC=C(C=N1)OC1=C(C=CC=C1)CO ([2-(6-chloro-pyridin-3-yloxy)-phenyl]-methanol), O.NN (hydrazine monohydrate). Conditions: temperature 120 celsius. Yields the product N(N)C1=CC=C(C=N1)OC1=C(C=CC=C1)CO ([2-(6-Hydrazino-pyridin-3-yloxy)-phenyl]-methanol). RXN SMILES: Cl[C:2]1[N:7]=[CH:6][C:5]([O:8][C:9]2[CH:14]=[CH:13][CH:12]=[CH:11][C:10]=2[CH2:15][OH:16])=[CH:4][CH:3]=1.O.[NH2:18][NH2:19]>>[NH:18]([C:2]1[N:7]=[CH:6][C:5]([O:8][C:9]2[CH:14]=[CH:13][CH:12]=[CH:11][C:10]=2[CH2:15][OH:16])=[CH:4][CH:3]=1)[NH2:19] |f:1.2|. Procedure: A mixture of [2-(6-chloro-pyridin-3-yloxy)-phenyl]-methanol (235 mg, 1 mmol) and hydrazine monohydrate (5 mL) was heated at 120° C. for 4 hours. The reaction was then cooled and concentrated in vacuo to an oil. The residue was then diluted with saturated NaHCO3, and the aqueous extracted with methylene chloride. The organics were washed with brine, dried over sodium sulfate, and concentrated in vacuo to afford the above named compound.